Dataset: the Open Reaction Database (ORD), a public repository of structured organic reaction records. Task: describe an organic reaction: reactants, conditions, products, and yield Reactants: ClCCC1=CC2=C(CCN(CC2)C(C(F)(F)F)=O)C=C1 (1-[7-(2-chloro-ethyl)-1,2,4,5-tetrahydro-3-benzazepin-3-yl]-2,2,2-trifluoro-ethanone), C([O-])([O-])=O.[Cs+].[Cs+] (cesium carbonate), [OH-].[Na+] (NaOH), FC1=CC=C(COC2=CC(NC=C2)=O)C=C1 (4-(4-fluoro-benzyloxy)-1H-pyridin-2-one). The solvent is CN(C)C=O (DMF). Run at time 8 hour. Product: FC1=CC=C(COC2=CC(N(C=C2)CCC2=CC3=C(CCNCC3)C=C2)=O)C=C1 (4-(4-Fluoro-benzyloxy)-1-[2-(2,3,4,5-tetrahydro-1H-3-benzazepin-7-yl)-ethyl]-1H-pyridin-2-one). RXN SMILES: Cl[CH2:2][CH2:3][C:4]1[CH:20]=[CH:19][C:7]2[CH2:8][CH2:9][N:10](C(=O)C(F)(F)F)[CH2:11][CH2:12][C:6]=2[CH:5]=1.C(=O)([O-])[O-].[Cs+].[Cs+].[F:27][C:28]1[CH:42]=[CH:41][C:31]([CH2:32][O:33][C:34]2[CH:39]=[CH:38][NH:37][C:36](=[O:40])[CH:35]=2)=[CH:30][CH:29]=1.[OH-].[Na+]>CN(C=O)C>[F:27][C:28]1[CH:42]=[CH:41][C:31]([CH2:32][O:33][C:34]2[CH:39]=[CH:38][N:37]([CH2:2][CH2:3][C:4]3[CH:20]=[CH:19][C:7]4[CH2:8][CH2:9][NH:10][CH2:11][CH2:12][C:6]=4[CH:5]=3)[C:36](=[O:40])[CH:35]=2)=[CH:30][CH:29]=1 |f:1.2.3,5.6|. Reported procedure: To 1.05 g (3.42 mmol) 1-[7-(2-chloro-ethyl)-1,2,4,5-tetrahydro-3-benzazepin-3-yl]-2,2,2-trifluoro-ethanone in 5 mL DMF is added at 0° C. cesium carbonate and after 15 min 600 mg (2.74 mmol) 4-(4-fluoro-benzyloxy)-1H-pyridin-2-one (preparation 22.1). The reaction mixture is stirred overnight at RT and is then added to 50 mL 1 M aqueous NaOH-solution. The mixture is stirred 2 h at RT. The aqueous phase is extracted with tert-butylmethylether. The combined organic phase is dried over MgSO4, filtere... The reactants are [BH4-], CCOC(=O)C=C1CCCN(C(=O)c2ccc(NC(=O)c3ccccc3C)cc2C)c2ccc(Cl)cc21, CO, [Na+], Cl[Ni]Cl, C1CCOC1, O, O, O, O, O, O. The product is CCOC(=O)CC1CCCN(C(=O)c2ccc(NC(=O)c3ccccc3C)cc2C)c2ccc(Cl)cc21. RXN SMILES: [BH4-:38].[CH2:1]([CH3:2])[O:3][C:4](=[O:5])[CH:6]=[C:7]1[CH2:8][CH2:9][CH2:10][N:11]([C:19]([c:20]2[c:21]([CH3:36])[cH:22][c:23]([NH:26][C:27]([c:28]3[c:29]([CH3:34])[cH:30][cH:31][cH:32][cH:33]3)=[O:35])[cH:24][cH:25]2)=[O:37])[c:12]2[c:13]1[cH:14][c:15]([Cl:18])[cH:16][cH:17]2.[CH3:40][OH:41].[Na+:39].[Ni:53]([Cl:54])[Cl:55].[O:42]1[CH2:43][CH2:44][CH2:45][CH2:46]1.[OH2:47].[OH2:48].[OH2:49].[OH2:50].[OH2:51].[OH2:52]>>[CH2:1]([CH3:2])[O:3][C:4](=[O:5])[CH2:6][CH:7]1[CH2:8][CH2:9][CH2:10][N:11]([C:19]([c:20]2[c:21]([CH3:36])[cH:22][c:23]([NH:26][C:27]([c:28]3[c:29]([CH3:34])[cH:30][cH:31][cH:32][cH:33]3)=[O:35])[cH:24][cH:25]2)=[O:37])[c:12]2[c:13]1[cH:14][c:15]([Cl:18])[cH:16][cH:17]2. Starting materials: CC1(C)OCC(C(=O)Cl)O1, ClCCl, Cl, O=C1OC(Cn2ccnn2)CN1c1cc(F)c(C2=CCNCC2)c(F)c1, c1ccncc1. Product: CC1(C)OCC(C(=O)N2CC=C(c3c(F)cc(N4CC(Cn5ccnn5)OC4=O)cc3F)CC2)O1. As a reaction SMILES: [CH3:34][C:35]1([CH3:43])[O:36][CH2:37][CH:38]([C:40](=[O:41])[Cl:42])[O:39]1.[Cl:44][CH2:45][Cl:46].[ClH:1].[NH:2]1[CH2:3][CH:4]=[C:5]([c:8]2[c:9]([F:27])[cH:10][c:11]([N:15]3[C:16](=[O:26])[O:17][CH:18]([CH2:20][n:21]4[n:22][n:23][cH:24][cH:25]4)[CH2:19]3)[cH:12][c:13]2[F:14])[CH2:6][CH2:7]1.[cH:28]1[cH:29][cH:30][n:31][cH:32][cH:33]1>>[N:2]1([C:40]([CH:38]2[CH2:37][O:36][C:35]([CH3:34])([CH3:43])[O:39]2)=[O:41])[CH2:3][CH:4]=[C:5]([c:8]2[c:9]([F:27])[cH:10][c:11]([N:15]3[C:16](=[O:26])[O:17][CH:18]([CH2:20][n:21]4[n:22][n:23][cH:24][cH:25]4)[CH2:19]3)[cH:12][c:13]2[F:14])[CH2:6][CH2:7]1. Starting materials: O[C@@H]1CC[C@H](N(C1)C(=O)OC(C)(C)C)C (tert-butyl (2R,5R)-5-hydroxy-2-methylpiperidine-1-carboxylate), [H-].[Na+] (NaH), C(#N)C1=CC(=NC=C1)F (4-cyano-2-fluoropyridine). Solvent: CS(=O)C (DMSO). Run at time 15 minute. Product: C(#N)C1=CC(=NC=C1)O[C@@H]1CC[C@H](N(C1)C(=O)OC(C)(C)C)C (tert-Butyl (2R,5R)-5-[(4-cyanopyridin-2-yl)oxy]-2-methylpiperidine-1-carboxylate). Reaction SMILES: [OH:1][C@H:2]1[CH2:7][N:6]([C:8]([O:10][C:11]([CH3:14])([CH3:13])[CH3:12])=[O:9])[C@H:5]([CH3:15])[CH2:4][CH2:3]1.[H-].[Na+].[C:18]([C:20]1[CH:25]=[CH:24][N:23]=[C:22](F)[CH:21]=1)#[N:19]>CS(C)=O>[C:18]([C:20]1[CH:25]=[CH:24][N:23]=[C:22]([O:1][C@H:2]2[CH2:7][N:6]([C:8]([O:10][C:11]([CH3:14])([CH3:13])[CH3:12])=[O:9])[C@H:5]([CH3:15])[CH2:4][CH2:3]2)[CH:21]=1)#[N:19] |f:1.2|. Procedure details: A solution of tert-butyl (2R,5R)-5-hydroxy-2-methylpiperidine-1-carboxylate (4.50 g, 22.9 mmol) in DMSO (42 mL) was treated with NaH (0.60 g, 25.1 mmol) in portions, then allowed to stir for 15 min. Solid 4-cyano-2-fluoropyridine (3.83 g, 31.4 mmol) was then added and the reaction was stirred at RT overnight. The reaction was quenched by addition of saturated, aqueous NaHCO3, then diluted further with water. The mixture was extracted three times with EtOAc. The organics were washed with brine, d... Reactants: OC(=O)C(F)(F)F.NC(N1C[C@H]([C@@H](C1)C1=CC=C(C=C1)Cl)C(=O)N1C[C@H](CC1)N(C(C(C)C)=O)[C@@H]1CC[C@@H](CC1)C)=N (N-[(3S)-1-{[(3S,4R)-1-[amino(imino)methyl]-4-(4-chlorophenyl)pyrrolidine-3-yl]carbonyl}pyrrolidine-3-yl]-2-methyl-N-(cis-4-methylcyclohexyl)propaneamide TFA salt), C(C)(=O)OC(C)=O (acetic acid anhydride), TEA. Solvent: C(Cl)Cl (DCM). Reaction conditions: time 6 hour. The product is C(C)(=O)NC(N1C[C@H]([C@@H](C1)C1=CC=C(C=C1)Cl)C(=O)N1C[C@H](CC1)N(C(C(C)C)=O)[C@@H]1CC[C@@H](CC1)C)=N (N-[(3S)-1-{[(3S,4R)-1-[(acetylamino)(imino)methyl]-4-(4-chlorophenyl)pyrrolidine-3-yl]carbonyl}pyrrolidine-3-yl]-2-methyl-N-(cis-4-methylcyclohexyl)propaneamide). Yield: 85.2%. Reaction SMILES: [OH:1][C:2]([C:4](F)(F)F)=O.[NH2:8][C:9](=[NH:42])[N:10]1[CH2:14][C@@H:13]([C:15]2[CH:20]=[CH:19][C:18]([Cl:21])=[CH:17][CH:16]=2)[C@H:12]([C:22]([N:24]2[CH2:28][CH2:27][C@H:26]([N:29]([C@H:35]3[CH2:40][CH2:39][C@@H:38]([CH3:41])[CH2:37][CH2:36]3)[C:30](=[O:34])[CH:31]([CH3:33])[CH3:32])[CH2:25]2)=[O:23])[CH2:11]1.C(OC(=O)C)(=O)C>C(Cl)Cl>[C:2]([NH:42][C:9](=[NH:8])[N:10]1[CH2:14][C@@H:13]([C:15]2[CH:20]=[CH:19][C:18]([Cl:21])=[CH:17][CH:16]=2)[C@H:12]([C:22]([N:24]2[CH2:28][CH2:27][C@H:26]([N:29]([C@H:35]3[CH2:36][CH2:37][C@@H:38]([CH3:41])[CH2:39][CH2:40]3)[C:30](=[O:34])[CH:31]([CH3:33])[CH3:32])[CH2:25]2)=[O:23])[CH2:11]1)(=[O:1])[CH3:4] |f:0.1|. Reported procedure: To a solution of N-[(3S)-1-{[(3S,4R)-1-[amino(imino)methyl]-4-(4-chlorophenyl)pyrrolidine-3-yl]carbonyl}pyrrolidine-3-yl]-2-methyl-N-(cis-4-methylcyclohexyl)propaneamide TFA salt (185 mg, 0.3 mmol) prepared in Example E9 in DCM (3 ml) was added acetic acid anhydride (46 mg, 0.45 mmol) and TEA (71 mg, 0.7 mmol), and stirred at rt for 6 h. After the reaction finished, the solvent was concentrated in vacuo, extracted with water and EtOAc, and the organic layer was dried over MgSO4. The organic solu... Procedure details: Intermediate 1 was coupled with 2-Benzyl-piperazine-1-carboxylic acid tert-butyl ester following procedure B. LC-MS showed the product had the expected M+H+ of 479. Reactants: ClC1=NC=CC(=N1)C=1C=C(C=O)C=CC1 (3-(2-Chloro-pyrimidin-4-yl)-benzaldehyde), C(C)(C)(C)OC(=O)N1C(CNCC1)CC1=CC=CC=C1 (2-Benzyl-piperazine-1-carboxylic acid tert-butyl ester), 479. RXN SMILES: [Cl:1][C:2]1[N:7]=[C:6]([C:8]2[CH:9]=[C:10]([CH:13]=[CH:14][CH:15]=2)[CH:11]=O)[CH:5]=[CH:4][N:3]=1.[C:16]([O:20][C:21]([N:23]1[CH2:28][CH2:27][NH:26][CH2:25][CH:24]1[CH2:29][C:30]1[CH:35]=[CH:34][CH:33]=[CH:32][CH:31]=1)=[O:22])([CH3:19])([CH3:18])[CH3:17]>>[C:16]([O:20][C:21]([N:23]1[CH2:28][CH2:27][N:26]([CH2:11][C:10]2[CH:13]=[CH:14][CH:15]=[C:8]([C:6]3[CH:5]=[CH:4][N:3]=[C:2]([Cl:1])[N:7]=3)[CH:9]=2)[CH2:25][CH:24]1[CH2:29][C:30]1[CH:31]=[CH:32][CH:33]=[CH:34][CH:35]=1)=[O:22])([CH3:19])([CH3:17])[CH3:18]. The product is C(C)(C)(C)OC(=O)N1C(CN(CC1)CC1=CC(=CC=C1)C1=NC(=NC=C1)Cl)CC1=CC=CC=C1 (2-Benzyl-4-[3-(2-chloro-pyrimidin-4-yl)-benzyl]-piperazine-1-carboxylic acid tert-butyl ester). The reactants are COC(C(CC1=CC(=C(C(=C1)Br)O)Br)NC(=O)OC(C)(C)C)=O (Methyl-2-tert-butoxycarbonylamino-3-(3,5-dibromo-4-hydroxyphenyl)-propionate), CC=1C=C(CBr)C=C(C1)C (3,5-dimethyl benzylbromide). The product is NC(C(=O)O)CC1=CC(=C(C(=C1)Br)OCC1=CC(=CC(=C1)C)C)Br (2-amino-3-[3,5-dibromo-4-(3,5-dimethylbenzyloxy)phenyl]propionic acid). Isolated yield 34.8%. As a reaction SMILES: C[O:2][C:3](=[O:23])[CH:4]([NH:15]C(OC(C)(C)C)=O)[CH2:5][C:6]1[CH:11]=[C:10]([Br:12])[C:9]([OH:13])=[C:8]([Br:14])[CH:7]=1.[CH3:24][C:25]1[CH:26]=[C:27]([CH:30]=[C:31]([CH3:33])[CH:32]=1)[CH2:28]Br>>[NH2:15][CH:4]([CH2:5][C:6]1[CH:7]=[C:8]([Br:14])[C:9]([O:13][CH2:24][C:25]2[CH:26]=[C:27]([CH3:28])[CH:30]=[C:31]([CH3:33])[CH:32]=2)=[C:10]([Br:12])[CH:11]=1)[C:3]([OH:2])=[O:23]. Reported procedure: Methyl-2-tert-butoxycarbonylamino-3-(3,5-dibromo-4-hydroxyphenyl)-propionate (0.20 g, 0.44 mmol) was coupled with 3,5-dimethyl benzylbromide (0.22 g, 1.1 mmol), using the method described in Example 2. After deprotection and final purification on HPLC, using the same conditions as described in Example 1(b), 70 mg (35%) of 2-amino-3-[3,5-dibromo-4-(3,5-dimethylbenzyloxy)phenyl]propionic acid was obtained. LC-MS (electrospray): m/z 458 (M+1).